From a dataset of the Open Reaction Database (ORD), a public repository of structured organic reaction records. describe an organic reaction: reactants, conditions, products, and yield Starting materials: N1(CCOCC1)C1=NC(=NC(=N1)OC1CCOCC1)C1=CC=C(N)C=C1 (4-[4-morpholin-4-yl-6-(tetrahydro-2H-pyran-4-yloxy)-1,3,5-triazin-2-yl]aniline), C1(=CC=CC=C1)N=C=O (phenylisocyanate). Product: N1(CCOCC1)C1=NC(=NC(=N1)OC1CCOCC1)C1=CC=C(C=C1)NC(=O)NC1=CC=CC=C1 (1-{4-[4-morpholin-4-yl-6-(tetrahydro-2H-pyran-4-yloxy)-1,3,5-triazin-2-yl]phenyl}-3-phenylurea). Reaction SMILES: [N:1]1([C:7]2[N:12]=[C:11]([O:13][CH:14]3[CH2:19][CH2:18][O:17][CH2:16][CH2:15]3)[N:10]=[C:9]([C:20]3[CH:26]=[CH:25][C:23]([NH2:24])=[CH:22][CH:21]=3)[N:8]=2)[CH2:6][CH2:5][O:4][CH2:3][CH2:2]1.[C:27]1([N:33]=[C:34]=[O:35])[CH:32]=[CH:31][CH:30]=[CH:29][CH:28]=1>>[N:1]1([C:7]2[N:12]=[C:11]([O:13][CH:14]3[CH2:15][CH2:16][O:17][CH2:18][CH2:19]3)[N:10]=[C:9]([C:20]3[CH:26]=[CH:25][C:23]([NH:24][C:34]([NH:33][C:27]4[CH:32]=[CH:31][CH:30]=[CH:29][CH:28]=4)=[O:35])=[CH:22][CH:21]=3)[N:8]=2)[CH2:2][CH2:3][O:4][CH2:5][CH2:6]1. Procedure: 1-{4-[4-morpholin-4-yl-6-(tetrahydro-2H-pyran-4-yloxy)-1,3,5-triazin-2-yl]phenyl}-3-phenylurea was prepared by reacting the 4-[4-morpholin-4-yl-6-(tetrahydro-2H-pyran-4-yloxy)-1,3,5-triazin-2-yl]aniline and the corresponding phenylisocyanate. Product was purified by Gilson, HPLC. MS (ESI) m/z 476.5. Starting materials: ClCc1ccc(OCc2ccccc2)cc1, [H-], [Na+], CCOC(=O)C(Oc1ccccc1)C(=O)OCC. Product: CCOC(=O)C(Cc1ccc(OCc2ccccc2)cc1)(Oc1ccccc1)C(=O)OCC. Reaction SMILES: [CH2:19]([c:20]1[cH:21][cH:22][cH:23][cH:24][cH:25]1)[O:26][c:27]1[cH:28][cH:29][c:30]([CH2:31][Cl:32])[cH:33][cH:34]1.[H-:35].[Na+:36].[O:1]([c:2]1[cH:3][cH:4][cH:5][cH:6][cH:7]1)[CH:8]([C:9](=[O:10])[O:11][CH2:12][CH3:13])[C:14](=[O:15])[O:16][CH2:17][CH3:18]>>[O:1]([c:2]1[cH:3][cH:4][cH:5][cH:6][cH:7]1)[C:8]([C:9](=[O:10])[O:11][CH2:12][CH3:13])([C:14](=[O:15])[O:16][CH2:17][CH3:18])[CH2:31][c:30]1[cH:29][cH:28][c:27]([O:26][CH2:19][c:20]2[cH:21][cH:22][cH:23][cH:24][cH:25]2)[cH:34][cH:33]1. Reactants: FC1=CC=C(N)C=C1 (4-fluoroaniline), C(C)C1=CC(=NC(=N1)Cl)N1CC2=CC=CC=C2CC1 (6-ethyl-4-(1,2,3,4-tetrahydroisoquinoline-2-yl)-2-chloropyrimidine). The solvent is CN(C=O)C (dimethylformamide). Yields the product Cl.C(C)C1=CC(=NC(=N1)NC1=CC=C(C=C1)F)N1CC2=CC=CC=C2CC1 (6-ethyl-2-(4-fluorophenylamino)-4-(1,2,3,4-tetrahydroisoquinolin-2-yl)pyrimidine hydrochloride). Isolated yield 41.6%. As a reaction SMILES: [F:1][C:2]1[CH:8]=[CH:7][C:5]([NH2:6])=[CH:4][CH:3]=1.[CH2:9]([C:11]1[N:16]=[C:15]([Cl:17])[N:14]=[C:13]([N:18]2[CH2:27][CH2:26][C:25]3[C:20](=[CH:21][CH:22]=[CH:23][CH:24]=3)[CH2:19]2)[CH:12]=1)[CH3:10]>CN(C)C=O>[ClH:17].[CH2:9]([C:11]1[N:16]=[C:15]([NH:6][C:5]2[CH:7]=[CH:8][C:2]([F:1])=[CH:3][CH:4]=2)[N:14]=[C:13]([N:18]2[CH2:27][CH2:26][C:25]3[C:20](=[CH:21][CH:22]=[CH:23][CH:24]=3)[CH2:19]2)[CH:12]=1)[CH3:10] |f:3.4|. Procedure: After 4-fluoroaniline(0.50 ml, 5.28 mmol) was added to a mixture solution of 6-ethyl-4-(1,2,3,4-tetrahydroisoquinoline-2-yl)-2-chloropyrimidine(0.7 g, 2.56 mmol) and dimethylformamide(5 ml), 0.41 g of the titled compound was obtained in accordance with the same procedure as in Step 2 of Example 1. Reactants: C([O-])([O-])=O.[Na+].[Na+] (sodium carbonate), SC=1N(C(C=C(N1)C1=NC=NC=C1)=O)C (2-mercapto-1-methyl-1H-[4,4′]bipyrimidinyl-6-one), SC=1N(C(C=C(N1)C1=NC=NC=C1)=O)C (2-mercapto-1-methyl-1H-[4,4′]bipyrimidinyl-6-one), C(O)([O-])=O.[Na+] (sodium hydrogen carbonate), P(=O)(Cl)(Cl)Cl (phosphorus oxychloride), Cl[O-].[Na+] (sodium hypochlorite). Run in O (water), ClCCl (dichloromethane), ClCCCl (1,2-dichloroethane), CN(C=O)C (dimethylformamide). Conditions: temperature 65 celsius, time 50 minute. Product: ClC=1N(C(C=C(N1)C1=NC=NC=C1)=O)C (2-chloro-1-methyl-1H-[4,4′]bipyrimidinyl-6-one). RXN SMILES: S[C:2]1[N:3]([CH3:15])[C:4](=[O:14])[CH:5]=[C:6]([C:8]2[CH:13]=[CH:12][N:11]=[CH:10][N:9]=2)[N:7]=1.P(Cl)(Cl)([Cl:18])=O.C(=O)([O-])[O-].[Na+].[Na+].C(=O)([O-])O.[Na+].Cl[O-].[Na+]>O.ClCCl.ClCCCl.CN(C)C=O>[Cl:18][C:2]1[N:3]([CH3:15])[C:4](=[O:14])[CH:5]=[C:6]([C:8]2[CH:13]=[CH:12][N:11]=[CH:10][N:9]=2)[N:7]=1 |f:2.3.4,5.6,7.8|. Procedure: A suspension of 2-mercapto-1-methyl-1H-[4,4′]bipyrimidinyl-6-one (intermediate 7, 8.8 g, 40 mmol) in a mixed solvent of dimethylformamide (30 ml) and 1,2-dichloroethane (30 ml) was added to phosphorus oxychloride (11.2 ml, 120 mmol), and the mixture was stirred at 65° C. for 50 minutes. The solution was poured into ice-cooled dichloromethane (300 ml), water was added to the solution, and the mixture was vigorously stirred for 5 minutes. Aqueous sodium carbonate solution (25.4 g, 240 mmol, in wat... Reactants: Cl.C(C)(=O)OCC (Hydrochloric acid ethyl acetate), N1(CCCCC1)CCNC(OCC1CC(=C(CC1C(=O)NCCCCCCCCCCCC)C)C)=O ({6-[(dodecylamino)carbonyl]-3,4-dimethyl-3-cyclohexenyl}methyl N-(2-piperidinoethyl)carbamate). Solvent: C(C)(=O)OCC (ethyl acetate). Reaction conditions: time 30 minute. The product is Cl.N1(CCCCC1)CCNC(OCC1CC(=C(CC1C(=O)NCCCCCCCCCCCC)C)C)=O ({6-[(Dodecylamino)carbonyl]-3,4-dimethyl-3-cyclohexenyl}methyl N-(2-piperidinoethyl)carbamate hydrochloride). RXN SMILES: [ClH:1].C(OCC)(=O)C.[N:8]1([CH2:14][CH2:15][NH:16][C:17](=[O:43])[O:18][CH2:19][CH:20]2[CH:25]([C:26]([NH:28][CH2:29][CH2:30][CH2:31][CH2:32][CH2:33][CH2:34][CH2:35][CH2:36][CH2:37][CH2:38][CH2:39][CH3:40])=[O:27])[CH2:24][C:23]([CH3:41])=[C:22]([CH3:42])[CH2:21]2)[CH2:13][CH2:12][CH2:11][CH2:10][CH2:9]1>C(OCC)(=O)C>[ClH:1].[N:8]1([CH2:14][CH2:15][NH:16][C:17](=[O:43])[O:18][CH2:19][CH:20]2[CH:25]([C:26]([NH:28][CH2:29][CH2:30][CH2:31][CH2:32][CH2:33][CH2:34][CH2:35][CH2:36][CH2:37][CH2:38][CH2:39][CH3:40])=[O:27])[CH2:24][C:23]([CH3:41])=[C:22]([CH3:42])[CH2:21]2)[CH2:13][CH2:12][CH2:11][CH2:10][CH2:9]1 |f:0.1,4.5|. Procedure details: 4N Hydrochloric acid/ethyl acetate solution (0.51 ml) was added to a solution of {6-[(dodecylamino)carbonyl]-3,4-dimethyl-3-cyclohexenyl}methyl N-(2-piperidinoethyl)carbamate (0.850 g) in ethyl acetate (9 ml) and then stirred for 30 minutes at room temperature. The reaction mixture was concentrated, thereby yielding the entitled compound (0.870 g) as white solid. The reactants are [OH-].[K+] (potassium hydroxide), C(C1=CC=CC=C1)(=O)OC1=CC(=C(C(=C1)Cl)OCC1=C(C=CC=C1)Cl)Cl (1-benzoyloxy-4-(2-chlorobenzyloxy)-3,5-dichlorobenzene), Cl (hydrochloric acid). Solvent: CO (methanol). The product is ClC1=C(COC2=C(C=C(C=C2Cl)O)Cl)C=CC=C1 (4-(2-chlorobenzyloxy)-3,5-dichlorophenol). Yield: 54.7%. Reaction SMILES: C([O:9][C:10]1[CH:15]=[C:14]([Cl:16])[C:13]([O:17][CH2:18][C:19]2[CH:24]=[CH:23][CH:22]=[CH:21][C:20]=2[Cl:25])=[C:12]([Cl:26])[CH:11]=1)(=O)C1C=CC=CC=1.[OH-].[K+].Cl>CO>[Cl:25][C:20]1[CH:21]=[CH:22][CH:23]=[CH:24][C:19]=1[CH2:18][O:17][C:13]1[C:14]([Cl:16])=[CH:15][C:10]([OH:9])=[CH:11][C:12]=1[Cl:26] |f:1.2|. Reported procedure: To a mixture of 2.87 g of 1-benzoyloxy-4-(2-chlorobenzyloxy)-3,5-dichlorobenzene and 100 ml of methanol was added dropwise 5.1 g of 10% (w/w) aqueous potassium hydroxide solution, while stirring at room temperature. After stirring at room temperature for 6 hours, the reaction mixture was made weakly acidic by the addition of 10% hydrochloric acid, and the methanol was removed by distillation under reduced pressure. The residue was extracted twice with 100 ml of ethyl acetate. The combined ether ...